From a dataset of the Open Reaction Database (ORD), a public repository of structured organic reaction records. describe an organic reaction: reactants, conditions, products, and yield Starting materials: [I-].[Na+] (sodium iodide), C([O-])([O-])=O.[Na+].[Na+] (sodium carbonate), ClC=1C=C2C(=CNC2=CC1)CCNC(C1=CC=C(C=C1)CCl)=O (N-(2-(5-chloro-1H-indol-3-yl)ethyl)-4-(chloromethyl)benzamide), FC(C1=CC=C(C=C1)B(O)O)(F)F (4-(trifluoromethyl)phenylboronic acid). The reagents and catalysts are C=1C=CC(=CC1)[P](C=2C=CC=CC2)(C=3C=CC=CC3)[Pd]([P](C=4C=CC=CC4)(C=5C=CC=CC5)C=6C=CC=CC6)([P](C=7C=CC=CC7)(C=8C=CC=CC8)C=9C=CC=CC9)[P](C=1C=CC=CC1)(C=1C=CC=CC1)C=1C=CC=CC1 (tetrakis(triphenylphosphine)palladium(0)). Run in O (water), C(OC)COC (dimethoxyethane). The product is eluent, ClC=1C=C2C(=CNC2=CC1)CCNC(C1=CC=C(C=C1)CC1=CC=C(C=C1)C(F)(F)F)=O (N-(2-(5-Chloro-1H-indol-3-yl)ethyl)-4-(4-(trifluoromethyl)benzyl)benzamide). Yield: 43.0%. RXN SMILES: [Cl:1][C:2]1[CH:3]=[C:4]2[C:8](=[CH:9][CH:10]=1)[NH:7][CH:6]=[C:5]2[CH2:11][CH2:12][NH:13][C:14](=[O:23])[C:15]1[CH:20]=[CH:19][C:18]([CH2:21]Cl)=[CH:17][CH:16]=1.[F:24][C:25]([F:36])([F:35])[C:26]1[CH:31]=[CH:30][C:29](B(O)O)=[CH:28][CH:27]=1.C(=O)([O-])[O-].[Na+].[Na+].[I-].[Na+]>C(COC)OC.O.C1C=CC([P]([Pd]([P](C2C=CC=CC=2)(C2C=CC=CC=2)C2C=CC=CC=2)([P](C2C=CC=CC=2)(C2C=CC=CC=2)C2C=CC=CC=2)[P](C2C=CC=CC=2)(C2C=CC=CC=2)C2C=CC=CC=2)(C2C=CC=CC=2)C2C=CC=CC=2)=CC=1>[Cl:1][C:2]1[CH:3]=[C:4]2[C:8](=[CH:9][CH:10]=1)[NH:7][CH:6]=[C:5]2[CH2:11][CH2:12][NH:13][C:14](=[O:23])[C:15]1[CH:20]=[CH:19][C:18]([CH2:21][C:29]2[CH:30]=[CH:31][C:26]([C:25]([F:36])([F:35])[F:24])=[CH:27][CH:28]=2)=[CH:17][CH:16]=1 |f:2.3.4,5.6,^1:55,57,76,95|. Procedure details: N-(2-(5-Chloro-1H-indol-3-yl)ethyl)-4-(4-(trifluoromethyl)benzyl)benzamide was prepared according to method B with N-(2-(5-chloro-1H-indol-3-yl)ethyl)-4-(chloromethyl)benzamide (0.060 g; 0.173 mmol), 4-(trifluoromethyl)phenylboronic acid (0.033 g; 0.173 mmol), tetrakis(triphenylphosphine)palladium(0) (0.010 g; 0.0082 mmol), sodium carbonate (0.037 g; 0.346 mmol), sodium iodide (0.052 g; 0.346 mmol), in dimethoxyethane (3 mL) and water (1 mL), irradiated in a microwave oven at 130° C. for 15 minu...